describe an organic reaction: reactants, conditions, products, and yield From a dataset of the Open Reaction Database (ORD), a public repository of structured organic reaction records. The reactants are [H-].C(C(C)C)[Al+]CC(C)C (diisobutylaluminum hydride), solution, COC([C@@H](NC(C)=O)CC1=CC=CC=C1)=O (N-Acetylphenylalanine methyl ester). Solvent: C1(=CC=CC=C1)C (toluene), COCCOC (ethylene glycol dimethyl ether). Reaction conditions: temperature -70 celsius, time 2 hour. The product is C(C)(=O)N[C@@H](CC1=CC=CC=C1)C=O (N-Acetylphenylalanine Aldehyde). The yield is 74.3%. Reaction SMILES: C[O:2][C:3](=O)[C@H:4]([CH2:9][C:10]1[CH:15]=[CH:14][CH:13]=[CH:12][CH:11]=1)[NH:5][C:6](=[O:8])[CH3:7].[H-].C([Al+]CC(C)C)C(C)C>COCCOC.C1(C)C=CC=CC=1>[C:6]([NH:5][C@H:4]([CH:3]=[O:2])[CH2:9][C:10]1[CH:15]=[CH:14][CH:13]=[CH:12][CH:11]=1)(=[O:8])[CH3:7] |f:1.2|. Reported procedure: N-Acetylphenylalanine methyl ester (4.2 g, 19 mmol) was dissolved in ethylene glycol dimethyl ether. The solution was cooled to -70° C. and diisobutylaluminum hydride (25.3 mL of a 1.5M solution in toluene, 39 mmol) was added. The resulting reaction mixture was stirred at -70° C. for 2 hours. The reaction was quenched by addition of 2N hydrochloric acid. The mixture was extracted 4 times with cold ethyl acetate and 4 times with toluene. The extracts were combined, washed with brine and dried ove... As a reaction SMILES: [CH:1]([C:3]1[O:7][C:6]([S:8]([OH:11])(=[O:10])=[O:9])=[CH:5][CH:4]=1)=O.[Na].[C:13]12([NH:23][OH:24])[CH2:22][CH:17]3[CH2:18][CH:19]([CH2:21][CH:15]([CH2:16]3)[CH2:14]1)[CH2:20]2>>[C:13]12([N+:23]([O-:24])=[CH:1][C:3]3[O:7][C:6]([S:8]([OH:11])(=[O:10])=[O:9])=[CH:5][CH:4]=3)[CH2:22][CH:17]3[CH2:18][CH:19]([CH2:21][CH:15]([CH2:16]3)[CH2:14]1)[CH2:20]2 |^1:11|. Procedure: Following the procedure of Example 1 above and using 5-formylfuran-2-sulfonic acid, sodium salt hydrate and N-adamantylhydroxylamine, the title compound was prepared in 59% yield as the sodium salt, m.p. 236.9° C. (dec.). Reactants: C(=O)C1=CC=C(O1)S(=O)(=O)O (5-formylfuran-2-sulfonic acid), [Na] (sodium), [Na] (sodium), C12(CC3CC(CC(C1)C3)C2)NO (N-adamantylhydroxylamine). The yield is 59.0%. The product is C12(CC3CC(CC(C1)C3)C2)[N+](=CC2=CC=C(O2)S(=O)(=O)O)[O-] (N-Adamantyl-α-(2-sulfofuran-5-yl)nitrone). Run at time 2 hour. Reaction SMILES: [CH2:1]([O:3][CH2:4][CH2:5][CH2:6][C:7]([CH3:11])=[CH:8][CH2:9]Br)[CH3:2].[CH2:12]1[O:20][C:19]2[CH:18]=[CH:17][C:16]([OH:21])=[CH:15][C:14]=2[O:13]1.[OH-].[K+]>COCCOC>[CH2:4]=[CH:5][CH2:6][CH2:7][CH2:8][CH3:9].[C:12]([O:20][CH2:19][CH3:18])(=[O:13])[CH3:1].[CH2:1]([O:3][CH2:4][CH2:5][CH2:6][C:7]([CH3:11])=[CH:8][CH2:9][O:21][C:16]1[CH:17]=[CH:18][C:19]2[O:20][CH2:12][O:13][C:14]=2[CH:15]=1)[CH3:2] |f:2.3,5.6|. Reported procedure: 2.21 g (0.01 mol) of 6-ethoxy-1-bromo-3-methyl-2-hexene are added at 5° and while stirring to 1.38 g (0.01 mol) of 3,4-methylendioxyphenol and 0.56 g (0.01 mol) of potassium hydroxide in 50 cc of 1,2-dimethoxyethane. After stirring at 5° for 2 hours the mixture is stirred at 20°-25° during the course of 60 hours, is subsequently filtered and the filtrate is evaporated at reduced pressure. The residue is taken up in ether, is washed with water, dried with sodium sulphate, and the ether is distill... The product is C=CCCCC.C(C)(=O)OCC (hexene ethyl acetate), C(C)OCCCC(=CCOC1=CC2=C(OCO2)C=C1)C (5-(6-ethoxy-3-methyl-2-hexenyloxy)-1,3-benzodioxol). The reactants are C(C)OCCCC(=CCBr)C (6-ethoxy-1-bromo-3-methyl-2-hexene), C1OC=2C=C(C=CC2O1)O (3,4-methylendioxyphenol), [OH-].[K+] (potassium hydroxide). Solvent: COCCOC (1,2-dimethoxyethane). Starting materials: COC(=O)C(NC(=O)C(N)CCc1ccccc1)C(C)C, CCN(C(C)C)C(C)C, O=C(Cl)Oc1ccccc1, C1COCCO1, O. Yields the product COC(=O)C(NC(=O)C(CCc1ccccc1)NC(=O)Oc1ccccc1)C(C)C. As a reaction SMILES: [CH3:1][O:2][C:3]([CH:4]([CH:5]([CH3:6])[CH3:7])[NH:8][C:9]([CH:10]([CH2:11][CH2:12][c:13]1[cH:14][cH:15][cH:16][cH:17][cH:18]1)[NH2:19])=[O:20])=[O:21].[CH:33]([N:34]([CH2:35][CH3:36])[CH:37]([CH3:38])[CH3:39])([CH3:40])[CH3:41].[Cl:23][C:24](=[O:25])[O:26][c:27]1[cH:28][cH:29][cH:30][cH:31][cH:32]1.[O:42]1[CH2:43][CH2:44][O:45][CH2:46][CH2:47]1.[OH2:22]>>[CH3:1][O:2][C:3]([CH:4]([CH:5]([CH3:6])[CH3:7])[NH:8][C:9]([CH:10]([CH2:11][CH2:12][c:13]1[cH:14][cH:15][cH:16][cH:17][cH:18]1)[NH:19][C:24](=[O:25])[O:26][c:27]1[cH:28][cH:29][cH:30][cH:31][cH:32]1)=[O:20])=[O:21]. Starting materials: ClC=1C=C(C(=O)N)C=CC1Cl (3,4-dichlorobenzamide), ClC1=CC=C(C=C1)[S-].[K+] (potassium 4-chlorothiophenolate). Solvent: CN(C=O)C (dimethylformamide). Run at temperature 100 celsius, time 16 hour. Yields the product ClC=1C=C(C(=O)N)C=CC1SC1=CC=C(C=C1)Cl (3-chloro-4-(4-chlorophenylthio)benzamide). Yield: 68.4%. Reaction SMILES: [Cl:1][C:2]1[CH:3]=[C:4]([CH:8]=[CH:9][C:10]=1Cl)[C:5]([NH2:7])=[O:6].[Cl:12][C:13]1[CH:18]=[CH:17][C:16]([S-:19])=[CH:15][CH:14]=1.[K+]>CN(C)C=O>[Cl:1][C:2]1[CH:3]=[C:4]([CH:8]=[CH:9][C:10]=1[S:19][C:16]1[CH:17]=[CH:18][C:13]([Cl:12])=[CH:14][CH:15]=1)[C:5]([NH2:7])=[O:6] |f:1.2|. Procedure: To a solution of 3,4-dichlorobenzamide (95.0 g, 0.500 mole) in dry dimethylformamide (1 liter) was added in one portion potassium 4-chlorothiophenolate (118.8 g, 0.650 mole). The mixture was stirred under nitrogen at 100° C. for 8 hours and at ambient temperature for 16 hours. Solvent (750 ml) was removed by vacuum distillation at 45° C. and the residue was poured into ice water (3 liters) containing concentrated hydrochloric acid (25 ml). The precipitate was filtered, partially dried, and cryst...